From a dataset of the Open Reaction Database (ORD), a public repository of structured organic reaction records. describe an organic reaction: reactants, conditions, products, and yield Reactants: NC(=O)CBr, N#Cc1c(C2CC2)cc(=O)[nH]c1S, C1COCCN1, CN(C)C=O. Yields the product N#Cc1c(C2CC2)cc(=O)[nH]c1SCC(N)=O. As a reaction SMILES: [Br:20][CH2:21][C:22](=[O:23])[NH2:24].[C:7](#[N:8])[c:9]1[c:10]([SH:19])[nH:11][c:12](=[O:18])[cH:13][c:14]1[CH:15]1[CH2:16][CH2:17]1.[O:1]1[CH2:2][CH2:3][NH:4][CH2:5][CH2:6]1.[O:25]=[CH:26][N:27]([CH3:28])[CH3:29]>>[C:7](#[N:8])[c:9]1[c:10]([S:19][CH2:21][C:22](=[O:23])[NH2:24])[nH:11][c:12](=[O:18])[cH:13][c:14]1[CH:15]1[CH2:16][CH2:17]1. The reactants are FC1=C(C=C(C(=C1)Cl)OC1CCCC1)N1C(C2=C(C1=O)CCCC2)=O (N-(2-Fluoro-4-chloro-5-cyclopentyloxyphenyl)-3,4,5,6-tetrahydrophthalimide), COCCN (2-methoxyethylamine). Run in C1=CC=CC=C1 (benzene). Reaction conditions: time 8 hour. Yields the product FC1=C(C=C(C(=C1)Cl)OC1CCCC1)NC(C1=C(C(=O)NCCOC)CCCC1)=O (N-(2-fluoro-4-chloro-5-cyclopentyloxyphenyl)-N'-(2-methoxyethyl)-3,4,5,6-tetrahydrophthalamide). The yield is 38.6%. RXN SMILES: [F:1][C:2]1[CH:7]=[C:6]([Cl:8])[C:5]([O:9][CH:10]2[CH2:14][CH2:13][CH2:12][CH2:11]2)=[CH:4][C:3]=1[N:15]1[C:19](=[O:20])[C:18]2[CH2:21][CH2:22][CH2:23][CH2:24][C:17]=2[C:16]1=[O:25].[CH3:26][O:27][CH2:28][CH2:29][NH2:30]>C1C=CC=CC=1>[F:1][C:2]1[CH:7]=[C:6]([Cl:8])[C:5]([O:9][CH:10]2[CH2:11][CH2:12][CH2:13][CH2:14]2)=[CH:4][C:3]=1[NH:15][C:19](=[O:20])[C:18]1[CH2:21][CH2:22][CH2:23][CH2:24][C:17]=1[C:16]([NH:30][CH2:29][CH2:28][O:27][CH3:26])=[O:25]. Procedure: N-(2-Fluoro-4-chloro-5-cyclopentyloxyphenyl)-3,4,5,6-tetrahydrophthalimide (0.500 g, 1.37 mmol), 2-methoxyethylamine (0.118 g, 1.57 mmol), and benzene (15 ml) as a solvent were placed into a round bottom flask (50 cc) and stirred overnight at room temperature. After completion of the reaction, the solvent was distilled off under reduced pressure, and the precipitated crystals were isolated by filtration. The crystals were washed with hexane and dried to obtain N-(2-fluoro-4-chloro-5-cyclopentylo... Reported procedure: The title compound was prepared using (S)-3-hydroxy-3,5-diphenyl-pentanoic acid from Example AA (0.7 g, 2.59 mmol), THF (30 mL), and carbonyl diimidazole (0.5 g, 3.08 mmol). The reaction was stirred for 6 hours at room temperature; bis [3-methoxy-3-oxopropanoato (1-)-O,O'] magnesate from Example BB (0.8 g, 3.10 mmol) was added, and the reaction was stirred for 3 days at room temperature. The reaction was concentrated and the residue partitioned between EtOAc and 1N HCl. The organic layer was was... The reactants are O[C@](CC(=O)O)(CCC1=CC=CC=C1)C1=CC=CC=C1 ((S)-3-hydroxy-3,5-diphenyl-pentanoic acid), C1CCOC1 (THF), C(=O)(C=1NC=CN1)C=1NC=CN1 (carbonyl diimidazole), 3-methoxy-3-oxopropanoato (1-)-O,O'. As a reaction SMILES: [OH:1][C@@:2]([C:15]1[CH:20]=[CH:19][CH:18]=[CH:17][CH:16]=1)([CH2:7][CH2:8][C:9]1[CH:14]=[CH:13][CH:12]=[CH:11][CH:10]=1)[CH2:3][C:4]([OH:6])=O.[C:21]([C:28]1NC=CN=1)(C1NC=CN=1)=[O:22].C1C[O:36][CH2:35]C1>>[CH3:35][O:36][C:21](=[O:22])[CH2:28][C:4](=[O:6])[CH2:3][C@:2]([OH:1])([C:15]1[CH:20]=[CH:19][CH:18]=[CH:17][CH:16]=1)[CH2:7][CH2:8][C:9]1[CH:14]=[CH:13][CH:12]=[CH:11][CH:10]=1. Product: COC(CC(C[C@@](CCC1=CC=CC=C1)(C1=CC=CC=C1)O)=O)=O ((S)-5-Hydroxy-3-oxo-5,7-diphenyl-heptanoic acid methyl ester). Conditions: time 6 hour. Solvent: CN(C)C=O (DMF). Procedure: 1.0 g (3.2 mmol) 7-methoxy-3-piperidin-4-yl-1,3,4,5-tetrahydro-1,3-benzodiazepin-2-one, 0.94 g (3.4 mmol) (2,6-dichloro-pyridin-4-yl)-(5-fluoro-2,3-dihydro-indol-1-yl)-methanone and 0.65 mL (3.8 mmol) DIPEA in 10 mL DMF were stirred for 2 h at RT. Then the reaction mixture was evaporated down, the residue was mixed with water and stirred for 30 min at RT. The precipitated solid was suction filtered, stirred with diisopropylether and isopropanol and suction filtered again. After drying the crude ... As a reaction SMILES: [CH3:1][O:2][C:3]1[CH:4]=[CH:5][C:6]2[NH:12][C:11](=[O:13])[N:10]([CH:14]3[CH2:19][CH2:18][NH:17][CH2:16][CH2:15]3)[CH2:9][CH2:8][C:7]=2[CH:20]=1.[Cl:21][C:22]1[CH:27]=[C:26]([C:28]([N:30]2[C:38]3[C:33](=[CH:34][C:35]([F:39])=[CH:36][CH:37]=3)[CH2:32][CH2:31]2)=[O:29])[CH:25]=[C:24](Cl)[N:23]=1.CCN(C(C)C)C(C)C>CN(C=O)C>[Cl:21][C:22]1[N:23]=[C:24]([N:17]2[CH2:18][CH2:19][CH:14]([N:10]3[CH2:9][CH2:8][C:7]4[CH:20]=[C:3]([O:2][CH3:1])[CH:4]=[CH:5][C:6]=4[NH:12][C:11]3=[O:13])[CH2:15][CH2:16]2)[CH:25]=[C:26]([C:28]([N:30]2[C:38]3[C:33](=[CH:34][C:35]([F:39])=[CH:36][CH:37]=3)[CH2:32][CH2:31]2)=[O:29])[CH:27]=1. Reactants: COC=1C=CC2=C(CCN(C(N2)=O)C2CCNCC2)C1 (7-methoxy-3-piperidin-4-yl-1,3,4,5-tetrahydro-1,3-benzodiazepin-2-one), ClC1=NC(=CC(=C1)C(=O)N1CCC2=CC(=CC=C12)F)Cl ((2,6-dichloro-pyridin-4-yl)-(5-fluoro-2,3-dihydro-indol-1-yl)-methanone), CCN(C(C)C)C(C)C (DIPEA). Reaction conditions: time 30 minute. Product: ClC1=CC(=CC(=N1)N1CCC(CC1)N1C(NC2=C(CC1)C=C(C=C2)OC)=O)C(=O)N2CCC1=CC(=CC=C21)F (3-[6′-chloro-4′-(5-fluoro-2,3-dihydro-indole-1-carbonyl)-3,4,5,6-tetrahydro-2H-[1,2′]bipyridinyl-4-yl]-7-methoxy-1,3,4,5-tetrahydro-benzo[d][1,3]diazepin-2-one). Starting materials: C1CCOC1, COC(=O)Cc1ccc(C=O)cc1, CC(=O)O, Nc1cccc(-c2c(C(=O)c3ccccc3)cnc3c(C(F)(F)F)cccc23)c1. Yields the product COC(=O)Cc1ccc(CNc2cccc(-c3c(C(=O)c4ccccc4)cnc4c(C(F)(F)F)cccc34)c2)cc1. As a reaction SMILES: [CH2:47]1[O:48][CH2:49][CH2:50][CH2:51]1.[CH3:30][O:31][C:32]([CH2:33][c:34]1[cH:35][cH:36][c:37]([CH:40]=[O:41])[cH:38][cH:39]1)=[O:42].[CH3:43][C:44](=[O:45])[OH:46].[NH2:1][c:2]1[cH:3][c:4](-[c:8]2[c:9]([C:22](=[O:23])[c:24]3[cH:25][cH:26][cH:27][cH:28][cH:29]3)[cH:10][n:11][c:12]3[c:13]([C:18]([F:19])([F:20])[F:21])[cH:14][cH:15][cH:16][c:17]23)[cH:5][cH:6][cH:7]1>>[NH:1]([c:2]1[cH:3][c:4](-[c:8]2[c:9]([C:22](=[O:23])[c:24]3[cH:25][cH:26][cH:27][cH:28][cH:29]3)[cH:10][n:11][c:12]3[c:13]([C:18]([F:19])([F:20])[F:21])[cH:14][cH:15][cH:16][c:17]23)[cH:5][cH:6][cH:7]1)[CH2:40][c:37]1[cH:36][cH:35][c:34]([CH2:33][C:32]([O:31][CH3:30])=[O:42])[cH:39][cH:38]1.